This data is from the Open Reaction Database (ORD), a public repository of structured organic reaction records. The task is: describe an organic reaction: reactants, conditions, products, and yield Starting materials: BrB(Br)Br, O=C([O-])O, CCOC(C)=O, COc1c(Cl)c(C)cc2c1C(C)(C)CC(O)(C(F)(F)F)C2Nc1ccc(F)c2nc(C)ncc12, ClCCl, [Na+]. Product: Cc1ncc2c(NC3c4cc(C)c(Cl)c(O)c4C(C)(C)CC3(O)C(F)(F)F)ccc(F)c2n1. RXN SMILES: [B:35]([Br:36])([Br:37])[Br:38].[C:39](=[O:40])([OH:41])[O-:42].[CH3:47][CH2:48][O:49][C:50](=[O:51])[CH3:52].[Cl:1][c:2]1[c:3]([O:33][CH3:34])[c:4]2[c:9]([cH:10][c:11]1[CH3:12])[CH:8]([NH:13][c:14]1[c:15]3[cH:16][n:17][c:18]([CH3:25])[n:19][c:20]3[c:21]([F:24])[cH:22][cH:23]1)[C:7]([OH:26])([C:27]([F:28])([F:29])[F:30])[CH2:6][C:5]2([CH3:31])[CH3:32].[Cl:44][CH2:45][Cl:46].[Na+:43]>>[Cl:1][c:2]1[c:3]([OH:33])[c:4]2[c:9]([cH:10][c:11]1[CH3:12])[CH:8]([NH:13][c:14]1[c:15]3[cH:16][n:17][c:18]([CH3:25])[n:19][c:20]3[c:21]([F:24])[cH:22][cH:23]1)[C:7]([OH:26])([C:27]([F:28])([F:29])[F:30])[CH2:6][C:5]2([CH3:31])[CH3:32]. The reactants are ClC1=NC=CC(=N1)C1=NC(=CC(=N1)C1=CC=C(C=C1)C(F)(F)F)C(F)(F)F (2′-chloro-6-trifluoromethyl-4-(4-trifluoromethyl-phenyl)-[2,4′]bipyrimidinyl), NC1=NC=C(C=C1)B1OC(C(O1)(C)C)(C)C (2-amino-5-(4,4,5,5-tetramethyl-1,3,2-dioxaborolan-2-yl)pyridine). Yields the product FC(C1=CC(=NC(=N1)C1=NC(=NC=C1)C=1C=CC(=NC1)N)C1=CC=C(C=C1)C(F)(F)F)(F)F (5-[6-Trifluoromethyl-4-(4-trifluoromethyl-phenyl)-[2,4′]bipyrimidinyl-2′-yl]-pyridin-2-ylamine). As a reaction SMILES: Cl[C:2]1[N:7]=[C:6]([C:8]2[N:13]=[C:12]([C:14]3[CH:19]=[CH:18][C:17]([C:20]([F:23])([F:22])[F:21])=[CH:16][CH:15]=3)[CH:11]=[C:10]([C:24]([F:27])([F:26])[F:25])[N:9]=2)[CH:5]=[CH:4][N:3]=1.[NH2:28][C:29]1[CH:34]=[CH:33][C:32](B2OC(C)(C)C(C)(C)O2)=[CH:31][N:30]=1>>[F:25][C:24]([F:27])([F:26])[C:10]1[N:9]=[C:8]([C:6]2[CH:5]=[CH:4][N:3]=[C:2]([C:32]3[CH:33]=[CH:34][C:29]([NH2:28])=[N:30][CH:31]=3)[N:7]=2)[N:13]=[C:12]([C:14]2[CH:19]=[CH:18][C:17]([C:20]([F:23])([F:22])[F:21])=[CH:16][CH:15]=2)[CH:11]=1. Procedure details: The title compound was prepared from 2′-chloro-6-trifluoromethyl-4-(4-trifluoromethyl-phenyl)-[2,4′]bipyrimidinyl (example E.42) (g, 0.5 mmol) and commercially available 2-amino-5-(4,4,5,5-tetramethyl-1,3,2-dioxaborolan-2-yl)pyridine (0.14 g, 0.65 mmol) according to the general procedure VI. Obtained as a light yellow solid (0.17 g, %). MS (ISP) 463.1 [(M+H)+]; mp 236.5° C. Starting materials: F[B-](F)(F)F, CN(C)C=O, CCN(C(C)C)C(C)C, Cc1[nH]c2cc(Cl)ccc2c1C(=O)O, c1ccc2c(c1)COC21CCNCC1, CN(C)C(On1nnc2ccccc21)=[N+](C)C. Product: Cc1[nH]c2cc(Cl)ccc2c1C(=O)N1CCC2(CC1)OCc1ccccc12. As a reaction SMILES: [B-:24]([F:25])([F:26])([F:27])[F:28].[CH3:60][N:61]([CH3:62])[CH:63]=[O:64].[CH:15]([N:16]([CH2:17][CH3:18])[CH:19]([CH3:20])[CH3:21])([CH3:22])[CH3:23].[Cl:1][c:2]1[cH:3][cH:4][c:5]2[c:6]([C:12](=[O:13])[OH:14])[c:7]([CH3:11])[nH:8][c:9]2[cH:10]1.[NH:46]1[CH2:47][CH2:48][C:49]2([O:50][CH2:51][c:52]3[cH:53][cH:54][cH:55][cH:56][c:57]32)[CH2:58][CH2:59]1.[n:29]1([O:30][C:31]([N:32]([CH3:33])[CH3:34])=[N+:35]([CH3:36])[CH3:37])[c:38]2[cH:39][cH:40][cH:41][cH:42][c:43]2[n:44][n:45]1>>[Cl:1][c:2]1[cH:3][cH:4][c:5]2[c:6]([C:12](=[O:14])[N:46]3[CH2:47][CH2:48][C:49]4([O:50][CH2:51][c:52]5[cH:53][cH:54][cH:55][cH:56][c:57]54)[CH2:58][CH2:59]3)[c:7]([CH3:11])[nH:8][c:9]2[cH:10]1. The reactants are N(=NC1=CC=CC=C1)C1=CC=CC=C1 (Azobenzene). The solvent is NC1=CC=CC=C1 (aniline). Reaction conditions: time 4 hour. Yields the product C1=CC=C(C=C1)NC2=CC=C(C=C2)N=NC3=CC=CC=C3 (4-(phenylazo)diphenylamine). Isolated yield 90.0%. Reaction SMILES: [N:1]([C:9]1[CH:14]=[CH:13][CH:12]=[CH:11][CH:10]=1)=[N:2][C:3]1[CH:8]=[CH:7][CH:6]=[CH:5][CH:4]=1>NC1C=CC=CC=1>[CH:12]1[CH:13]=[CH:14][C:9]([NH:1][C:12]2[CH:11]=[CH:10][C:9]([N:1]=[N:2][C:3]3[CH:8]=[CH:7][CH:6]=[CH:5][CH:4]=3)=[CH:14][CH:13]=2)=[CH:10][CH:11]=1. Procedure: A solution of 25% aqueous tetramethylammonium hydroxide (8 mL) was concentrated under vacuum at 75° C. until solid material formed. Azobenzene (1.8 g) and aniline (10 mL) were added and the solution was stirred under the same conditions for 4 hours and then in the presence of air for 12 hours. Analysis of the reaction by HPLC revealed 90% yield of 4-(phenylazo)diphenylamine. Starting materials: BrBr (Bromine), OC1=CC=C2C=NNC(C2=C1)=O (7-hydroxy-1(2H)phthalazinone), S(=O)(=O)([O-])S(=O)[O-].[Na+].[Na+] (sodium metabisulphite). Reaction SMILES: [Br:1]Br.[OH:3][C:4]1[CH:13]=[C:12]2[C:7]([CH:8]=[N:9][NH:10][C:11]2=[O:14])=[CH:6][CH:5]=1.S(S([O-])=O)([O-])(=O)=O.[Na+].[Na+]>[OH-].[Na+]>[Br:1][C:5]1[CH:6]=[C:7]2[C:12](=[CH:13][C:4]=1[OH:3])[C:11](=[O:14])[NH:10][N:9]=[CH:8]2 |f:2.3.4,5.6|. Run in [OH-].[Na+] (sodium hydroxide). Procedure details: Bromine (20 g, 0.25 mole) was added to a stirred solution of 7-hydroxy-1(2H)phthalazinone (10g, 0.062 mole) in aqueous sodium hydroxide (2N, 140 ml), and the stirring was continued for two hours. An excess of sodium metabisulphite was added to the reaction mixture, and the precipitate was filtered off, washed with water and dried. This solid was suspended in acetic anhydride (17 ml) and was heated on a steam-bath for 30 minutes, and the solution was treated with charcoal, filtered and allowed to... The product is BrC=1C=C2C=NNC(C2=CC1O)=O (6-bromo-7-hydroxy-1(2H)-phthalazinone). Reaction conditions: time 2 hour.